This data is from the Open Reaction Database (ORD), a public repository of structured organic reaction records. The task is: describe an organic reaction: reactants, conditions, products, and yield Reactants: O=C(CBr)CS(=O)(=O)c1ccccc1, ClCCl, CO, CC(C)O, c1c[nH]cn1. Product: O=C(Cn1ccnc1)CS(=O)(=O)c1ccccc1. As a reaction SMILES: [Br:1][CH2:2][C:3]([CH2:4][S:5](=[O:6])(=[O:7])[c:8]1[cH:9][cH:10][cH:11][cH:12][cH:13]1)=[O:14].[CH2:26]([Cl:27])[Cl:28].[CH3:24][OH:25].[CH:20]([OH:21])([CH3:22])[CH3:23].[nH:15]1[cH:16][n:17][cH:18][cH:19]1>>[CH2:2]([C:3]([CH2:4][S:5](=[O:6])(=[O:7])[c:8]1[cH:9][cH:10][cH:11][cH:12][cH:13]1)=[O:14])[n:15]1[cH:16][n:17][cH:18][cH:19]1. The reactants are BrC=1C(NC=C(C1)C)=O (3-bromo-5-methyl-2(1H)-pyridinone), P(=O)(Cl)(Cl)Cl (phosphorus oxychloride). Run at time 20 hour. Yields the product BrC=1C(=NC=C(C1)C)Cl (3-Bromo-2-chloro-5-methyl-pyridine). As a reaction SMILES: [Br:1][C:2]1[C:3](=O)[NH:4][CH:5]=[C:6]([CH3:8])[CH:7]=1.P(Cl)(Cl)([Cl:12])=O>>[Br:1][C:2]1[C:3]([Cl:12])=[N:4][CH:5]=[C:6]([CH3:8])[CH:7]=1. Procedure details: A mixture of 3-bromo-5-methyl-2(1H)-pyridinone (25 g, 0.13 mol) and phosphorus oxychloride (500 mL) was boiled with stirring for 20 h. Phosphorus oxychloride was removed by distillation and the residue was poured onto ice/water (800 mL). The mixture was adjusted to pH 8.5 with 2 N sodium hydroxide solution and extracted with diethyl ether. Organic phases were pooled, dried with Na2SO4 and the solvent was evaporated. The residue, 23.4 g of the title compound as a greyish solid was introduced into... Starting materials: [Li+].[OH-] (LiOH), C(C)OC(=O)C1=CC=2C(=CN=C(C2)OCCOC)N1CC1=CC2=C(S1)C=C(C=C2)Cl (1-(6-Chloro-benzo[b]thiophen-2-ylmethyl)-5-(2-methoxy-ethoxy)-1H-pyrrolo[2,3-c]pyridine-2-carboxylic acid ethyl ester), Cl (HCl). Solvent: O (water), C1CCOC1 (THF), CO (MeOH). Conditions: temperature 50 celsius, time 1 hour. Yields the product ClC=1C=CC2=C(SC(=C2)CN2C(=CC=3C2=CN=C(C3)OCCOC)C(=O)O)C1 (1-(6-Chloro-benzo[b]thiophen-2-ylmethyl)-5-(2-methoxy-ethoxy)-1H-pyrrolo[2,3-c]pyridine-2-carboxylic acid). RXN SMILES: [Li+].[OH-].C([O:5][C:6]([C:8]1[N:21]([CH2:22][C:23]2[S:27][C:26]3[CH:28]=[C:29]([Cl:32])[CH:30]=[CH:31][C:25]=3[CH:24]=2)[C:11]2=[CH:12][N:13]=[C:14]([O:16][CH2:17][CH2:18][O:19][CH3:20])[CH:15]=[C:10]2[CH:9]=1)=[O:7])C.Cl>O.C1COCC1.CO>[Cl:32][C:29]1[CH:30]=[CH:31][C:25]2[CH:24]=[C:23]([CH2:22][N:21]3[C:11]4=[CH:12][N:13]=[C:14]([O:16][CH2:17][CH2:18][O:19][CH3:20])[CH:15]=[C:10]4[CH:9]=[C:8]3[C:6]([OH:7])=[O:5])[S:27][C:26]=2[CH:28]=1 |f:0.1|. Reported procedure: 8 mL of a 1M LiOH solution in water were added to solution of 890 mg (2 mmol) 1-(6-Chloro-benzo[b]thiophen-2-ylmethyl)-5-(2-methoxy-ethoxy)-1H-pyrrolo[2,3-c]pyridine-2-carboxylic acid ethyl ester in 30 mL THF and 15 mL MeOH and the mixture was stirred for 1 h at 50° C. 16 mL of 1N HCl were added, the organic solvent removed in vacuo and the residue extracted with ethyl acetate. The organic phase was dried over MgSO4. After filtration the solvent was evaporated yielding the desired product. Yield... The reactants are CN1C[C@@H](CC1)O ((R)-1-methylpyrrolidin-3-ol), [H-].[Na+] (NaH), ClC1=NC(=NC=C1)NCC1=C(N=C2N1C=C(C=C2)Cl)C2=CC=C(C=C2)F (4-chloro-N-((6-chloro-2-(4-fluorophenyl)imidazo[1,2-a]pyridin-3-yl)methyl)pyrimidin-2-amine). Solvent: C(C)(=O)OCC (ethyl acetate), C1CCOC1 (THF). Run at temperature 80 celsius, time 30 minute. Product: ClC=1C=CC=2N(C1)C(=C(N2)C2=CC=C(C=C2)F)CNC2=NC=CC(=N2)O[C@H]2CN(CC2)C ((R)—N-((6-chloro-2-(4-fluorophenyl)imidazo[1,2-a]pyridin-3-yl)methyl)-4-(1-methylpyrrolidin-3-yloxy)pyrimidin-2-amine). As a reaction SMILES: [CH3:1][N:2]1[CH2:6][CH2:5][C@@H:4]([OH:7])[CH2:3]1.[H-].[Na+].Cl[C:11]1[CH:16]=[CH:15][N:14]=[C:13]([NH:17][CH2:18][C:19]2[N:23]3[CH:24]=[C:25]([Cl:28])[CH:26]=[CH:27][C:22]3=[N:21][C:20]=2[C:29]2[CH:34]=[CH:33][C:32]([F:35])=[CH:31][CH:30]=2)[N:12]=1>C1COCC1.C(OCC)(=O)C>[Cl:28][C:25]1[CH:26]=[CH:27][C:22]2[N:23]([C:19]([CH2:18][NH:17][C:13]3[N:14]=[C:15]([O:7][C@@H:4]4[CH2:5][CH2:6][N:2]([CH3:1])[CH2:3]4)[CH:16]=[CH:11][N:12]=3)=[C:20]([C:29]3[CH:30]=[CH:31][C:32]([F:35])=[CH:33][CH:34]=3)[N:21]=2)[CH:24]=1 |f:1.2|. Procedure: To a solution of (R)-1-methylpyrrolidin-3-ol (66 mg, 0.65 mmol) in THF (3 ml) was added NaH (25 mg, 65% in mineral oil). The mixture was stirred for 30 min and 4-chloro-N-((6-chloro-2-(4-fluorophenyl)imidazo[1,2-a]pyridin-3-yl)methyl)pyrimidin-2-amine (50 mg, 0.13 mmol) was added. The mixture was heated from 65 to 95° C. until the reaction was completed. The mixture was diluted with ethyl acetate and the resulting mixture was washed with saturated NaHCO3 and brine, dried over Na2SO4 and concentr... As a reaction SMILES: [F:1][C:2]1[C:3]([CH2:23][N:24](C)[C:25](=O)OC(C)(C)C)=[CH:4][N:5]([S:14]([C:17]2[N:18]([CH3:22])[CH:19]=[CH:20][N:21]=2)(=[O:16])=[O:15])[C:6]=1[C:7]1[C:8]([F:13])=[N:9][CH:10]=[CH:11][CH:12]=1.C(OCC)(=O)C.[ClH:39]>C(OCC)(=O)C.C(O)C>[ClH:39].[F:1][C:2]1[C:3]([CH2:23][NH:24][CH3:25])=[CH:4][N:5]([S:14]([C:17]2[N:18]([CH3:22])[CH:19]=[CH:20][N:21]=2)(=[O:16])=[O:15])[C:6]=1[C:7]1[C:8]([F:13])=[N:9][CH:10]=[CH:11][CH:12]=1 |f:1.2,5.6|. Run at time 2 hour. Yields the product Cl.FC=1C(=CN(C1C=1C(=NC=CC1)F)S(=O)(=O)C=1N(C=CN1)C)CNC (1-{4-fluoro-5-(2-fluoropyridin-3-yl)-1-[(1-methyl-1H-imidazol-2-yl)sulfonyl]-1H-pyrrol-3-yl}-N-methylmethanamine hydrochloride). Procedure details: tert-Butyl ({4-fluoro-5-(2-fluoropyridin-3-yl)-1-[(1-methyl-1H-imidazol-2-yl)sulfonyl]-1H-pyrrol-3-yl}methyl)methylcarbamate (229 mg) was dissolved in ethyl acetate (1 mL) and ethanol (1 mL), 4 mol/L hydrogen chloride-ethyl acetate solution (2 mL) was added, and the mixture was stirred at room temperature for 2 hr. The reaction mixture was concentrated under reduced pressure, and the residue was recrystallized from a mixed solvent of ethyl acetate-ethanol=1:10 to give the title compound as color... The reactants are FC=1C(=CN(C1C=1C(=NC=CC1)F)S(=O)(=O)C=1N(C=CN1)C)CN(C(OC(C)(C)C)=O)C (tert-Butyl ({4-fluoro-5-(2-fluoropyridin-3-yl)-1-[(1-methyl-1H-imidazol-2-yl)sulfonyl]-1H-pyrrol-3-yl}methyl)methylcarbamate), C(C)(=O)OCC.Cl (hydrogen chloride-ethyl acetate). Solvent: C(C)(=O)OCC (ethyl acetate), C(C)O (ethanol). Isolated yield 88.0%. Product: CCc1ccc(C(=O)N2CCCCC2)c(NS(=O)(=O)c2cccc3nsnc23)c1. The reactants are CCc1ccc(C(=O)N2CCCCC2)c([N+](=O)[O-])c1, O=S(=O)(Cl)c1cccc2nsnc12, CCc1ccc(C(=O)N2CCCCC2)c(N)c1. As a reaction SMILES: [CH2:18]([c:19]1[cH:20][cH:21][c:22]([C:23]([N:24]2[CH2:25][CH2:26][CH2:27][CH2:28][CH2:29]2)=[O:30])[c:31]([N+:32]([O-:33])=[O:34])[cH:35]1)[CH3:36].[Cl:37][S:38](=[O:39])(=[O:40])[c:41]1[cH:42][cH:43][cH:44][c:45]2[n:46][s:47][n:48][c:49]12.[NH2:1][c:2]1[c:3]([C:10](=[O:11])[N:12]2[CH2:13][CH2:14][CH2:15][CH2:16][CH2:17]2)[cH:4][cH:5][c:6]([CH2:8][CH3:9])[cH:7]1>>[NH:1]([c:2]1[c:3]([C:10](=[O:11])[N:12]2[CH2:13][CH2:14][CH2:15][CH2:16][CH2:17]2)[cH:4][cH:5][c:6]([CH2:8][CH3:9])[cH:7]1)[S:38](=[O:39])(=[O:40])[c:41]1[cH:42][cH:43][cH:44][c:45]2[n:46][s:47][n:48][c:49]12. Reactants: CC1=C(C(=CC=C1)C)C=1NC2=CC(=CC=C2C1)C(=O)OC (methyl 2-(2,6-dimethylphenyl)-1H-indole-6-carboxylate), NC1=NC2=CC=CC=C2C=C1 (2-aminoquinoline). The product is N1=C(C=CC2=CC=CC=C12)NC(=O)C1=CC=C2C=C(NC2=C1)C1=C(C=CC=C1C)C (2-(2,6-Dimethylphenyl)-1H-indole-6-carboxylic acid quinolin-2-ylamide). Reaction SMILES: [CH3:1][C:2]1[CH:7]=[CH:6][CH:5]=[C:4]([CH3:8])[C:3]=1[C:9]1[NH:10][C:11]2[C:16]([CH:17]=1)=[CH:15][CH:14]=[C:13]([C:18]([O:20]C)=O)[CH:12]=2.[NH2:22][C:23]1[CH:32]=[CH:31][C:30]2[C:25](=[CH:26][CH:27]=[CH:28][CH:29]=2)[N:24]=1>>[N:24]1[C:25]2[C:30](=[CH:29][CH:28]=[CH:27][CH:26]=2)[CH:31]=[CH:32][C:23]=1[NH:22][C:18]([C:13]1[CH:12]=[C:11]2[C:16]([CH:17]=[C:9]([C:3]3[C:4]([CH3:8])=[CH:5][CH:6]=[CH:1][C:2]=3[CH3:7])[NH:10]2)=[CH:15][CH:14]=1)=[O:20]. Procedure details: The title compound was prepared from methyl 2-(2,6-dimethylphenyl)-1H-indole-6-carboxylate and 2-aminoquinoline analogous to Example 3-6. 1H NMR (DMSO-d6, 400 MHz) δ 11.60 (s, 1H), 11.01 (s, 1H), 8.40 (s, 2H), 7.95 (d, J=7.83 Hz, 1H), 7.89 (d, J=8.46 Hz, 1H), 7.80 (d, J=9.60 Hz, 1H), 7.74 (t, 1H), 7.65 (d, J=8.34 Hz, 1H), 7.52 (t, 1H), 7.28 (m, 1H), 7.19 (d, J=7.45 Hz, 1H), 6.44 (s, 1H), 2.15 (s, 6H). MS (m/z) 392.2 (M+1). Reactants: [BH3-]C#N, CC1COc2ccccc2N1, CO, [Cl-], [Cl-], [Na+], [Zn+2], O=Cc1ncc[nH]1. Yields the product CC1COc2ccccc2N1Cc1ncc[nH]1. As a reaction SMILES: [C:19]([BH3-:20])#[N:21].[CH3:1][CH:2]1[CH2:3][O:4][c:5]2[c:6]([cH:8][cH:9][cH:10][cH:11]2)[NH:7]1.[CH3:23][OH:24].[Cl-:25].[Cl-:27].[Na+:22].[Zn+2:26].[nH:12]1[c:13]([CH:17]=[O:18])[n:14][cH:15][cH:16]1>>[CH3:1][CH:2]1[CH2:3][O:4][c:5]2[c:6]([cH:8][cH:9][cH:10][cH:11]2)[N:7]1[CH2:17][c:13]1[nH:12][cH:16][cH:15][n:14]1. Starting materials: COC=1C=C(C=CC1)C=1N=C2N(C=C(C=C2)B2OC(C(O2)(C)C)(C)C)C1 (2-(3-methoxyphenyl)-6-(4,4,5,5-tetramethyl-1,3,2-dioxaborolan-2-yl)imidazo[1,2-a]pyridine), Cl (hydrochloric acid). The solvent is CC(=O)C (acetone), O (water). Product: Cl.COC=1C=C(C=CC1)C=1N=C2N(C=C(C=C2)B(O)O)C1 (2-(3-Methoxyphenyl)imidazo[1,2-a]pyridine-6-boronic acid hydro-chloride). Reaction SMILES: [CH3:1][O:2][C:3]1[CH:4]=[C:5]([C:9]2[N:10]=[C:11]3[CH:16]=[CH:15][C:14]([B:17]4[O:21]C(C)(C)C(C)(C)[O:18]4)=[CH:13][N:12]3[CH:26]=2)[CH:6]=[CH:7][CH:8]=1.[ClH:27]>CC(C)=O.O>[ClH:27].[CH3:1][O:2][C:3]1[CH:4]=[C:5]([C:9]2[N:10]=[C:11]3[CH:16]=[CH:15][C:14]([B:17]([OH:21])[OH:18])=[CH:13][N:12]3[CH:26]=2)[CH:6]=[CH:7][CH:8]=1 |f:4.5|. Reported procedure: 7.47 g of 2-(3-methoxyphenyl)-6-(4,4,5,5-tetramethyl-1,3,2-dioxaborolan-2-yl)imidazo[1,2-a]pyridine are dissolved in 236 ml of acetone and 118 ml of water; 213 ml of 1N hydrochloric acid are added thereto, dropwise and with stirring, and the mixture is stirred at ambient temperature for 24 h. The reaction mixture is subsequently concentrated under reduced pressure. The solid obtained is triturated from diethyl ether, collected by filtration and then dried in an oven under reduced pressure at 60°... The reactants are NC1=CC=C(CC=2C=CC(=NC2)C(=O)OC)C=C1 (methyl 5-(4-aminobenzyl)picolinate), C(C)(=O)OC(C)=O (acetic anhydride). The product is N(C(=O)C)C1=CC=C(CC=2C=CC(=NC2)C(=O)OC)C=C1 (methyl 5-(4-acetaminobenzyl)-picolinate). Reaction SMILES: [NH2:1][C:2]1[CH:18]=[CH:17][C:5]([CH2:6][C:7]2[CH:8]=[CH:9][C:10]([C:13]([O:15][CH3:16])=[O:14])=[N:11][CH:12]=2)=[CH:4][CH:3]=1.[C:19](OC(=O)C)(=[O:21])[CH3:20]>>[NH:1]([C:2]1[CH:18]=[CH:17][C:5]([CH2:6][C:7]2[CH:8]=[CH:9][C:10]([C:13]([O:15][CH3:16])=[O:14])=[N:11][CH:12]=2)=[CH:4][CH:3]=1)[C:19]([CH3:20])=[O:21]. Procedure details: One gram of methyl 5-(4-aminobenzyl)picolinate were heated together with 10 ml. of acetic anhydride under reflux for two hours. The reaction mixture was concentrated under reduced pressure. The residue was added with n-hexane to form crystals. The crystals were then recrystallized from a solvent comprising a mixture of chloroform/n-hexane to obtain 0.8 g of methyl 5-(4-acetaminobenzyl)-picolinate of a melting point of 175°-177° C.